This data is from the Open Reaction Database (ORD), a public repository of structured organic reaction records. The task is: describe an organic reaction: reactants, conditions, products, and yield Starting materials: [OH-].[Na+] (sodium hydroxide), C1(=CC=CC=C1)OC1=CC=CC=C1 (diphenyl ether), C(=O)(O)C1=C(C=CC=C1)C1=NC2=CC=C(C=C2C(=C1)C(=O)O)C (2-(2-carboxyphenyl)-6-methyl-4-quinolinecarboxylic acid), C1(=CC=C(C=C1)S(=O)(=O)O)C (p-toluenesulfonic acid). Solvent: O (water). Reaction conditions: temperature 160 celsius. The product is CC=1C=C2C=CC(=NC2=CC1)C1=C(C(=O)O)C=CC=C1 (2-(6-methylquinolin-2-yl)benzoic acid). Yield: 46.7%. Reaction SMILES: C1(OC2C=CC=CC=2)C=CC=CC=1.[C:14]([C:17]1[CH:22]=[CH:21][CH:20]=[CH:19][C:18]=1[C:23]1[CH:32]=[C:31](C(O)=O)[C:30]2[C:25](=[CH:26][CH:27]=[C:28]([CH3:36])[CH:29]=2)[N:24]=1)([OH:16])=[O:15].C1(C)C=CC(S(O)(=O)=O)=CC=1.[OH-].[Na+]>O>[CH3:36][C:28]1[CH:29]=[C:30]2[C:25](=[CH:26][CH:27]=1)[N:24]=[C:23]([C:18]1[CH:19]=[CH:20][CH:21]=[CH:22][C:17]=1[C:14]([OH:16])=[O:15])[CH:32]=[CH:31]2 |f:3.4|. Reported procedure: To 1 ml of diphenyl ether were added 0.2 g of the 2-(2-carboxyphenyl)-6-methyl-4-quinolinecarboxylic acid obtained in Example 2. After adding 123 mg of p-toluenesulfonic acid, the mixture was heated at 160° C. for 1 hour. Then the reaction mixture was poured into water, made alkaline by adding sodium hydroxide and washed with ethyl acetate. The aqueous layer was neutralized with 3M hydrochloric acid until a precipitate was formed. After extracting with ethyl acetate, 80 mg of 2-(6-methylquinolin... Reactants: [Na+].OC1=C(C=C(C=C1)S(=O)(=O)[O-])[N+](=O)[O-] (4-hydroxy-3-nitrobenzene sulfonic acid sodium salt), C1(CCCCC1)N=C=NC1CCCCC1 (dicyclohexylcarbodiimide), C1(C=CC(N1NCCCCCC(=O)O)=O)=O (N-maleimido-6-aminocaproic acid). The solvent is CN(C=O)C (dimethylformamide). The product is C1(CCCCC1)NC(NC1CCCCC1)=O (dicyclohexyl urea). RXN SMILES: [Na+].[OH:2]C1C=CC(S([O-])(=O)=O)=CC=1[N+]([O-])=O.[CH:16]1([N:22]=[C:23]=[N:24][CH:25]2[CH2:30][CH2:29][CH2:28][CH2:27][CH2:26]2)[CH2:21][CH2:20][CH2:19][CH2:18][CH2:17]1.C1(=O)N(NCCCCCC(O)=O)C(=O)C=C1>CN(C)C=O>[CH:25]1([NH:24][C:23](=[O:2])[NH:22][CH:16]2[CH2:17][CH2:18][CH2:19][CH2:20][CH2:21]2)[CH2:30][CH2:29][CH2:28][CH2:27][CH2:26]1 |f:0.1|. Reported procedure: One molar equivalent (2.24 g) of 4-hydroxy-3-nitrobenzene sulfonic acid sodium salt (HNSA) was mixed together with one molar equivalent (2.06 g) of dicyclohexylcarbodiimide and one molar equivalent (2.10 g) of N-maleimido-6-aminocaproic acid in 25 ml of dimethylformamide (DMF) at room temperature overnight. A white precipitate of dicyclohexyl urea was formed. The precipitate was filtered and 300 ml diethyl ether was added to the mother liquor. After about 10 minutes to 4 hours a gummy solid prec...